This data is from the Open Reaction Database (ORD), a public repository of structured organic reaction records. The task is: describe an organic reaction: reactants, conditions, products, and yield The product is CN1C(=O)Cc2cc(N)ccc21. The reactants are CO, CN1C(=O)Cc2cc(NS(=O)(=O)c3cc(Cl)cc(Cl)c3)ccc21. Reaction SMILES: [CH3:24][OH:25].[Cl:1][c:2]1[cH:3][c:4]([S:5](=[O:6])(=[O:7])[NH:12][c:13]2[cH:14][c:15]3[c:19]([cH:20][cH:21]2)[N:18]([CH3:22])[C:17](=[O:23])[CH2:16]3)[cH:8][c:9]([Cl:10])[cH:11]1>>[NH2:12][c:13]1[cH:14][c:15]2[c:19]([cH:20][cH:21]1)[N:18]([CH3:22])[C:17](=[O:23])[CH2:16]2. Reactants: C1(CCCC1)C=C(C1=CC=2C(=NC=CC2)N1)C1=CC=C(C=C1)C(C)=O (1-{4-[2-cyclopentyl-1-(1H-pyrrolo[2,3-b]pyridin-2-yl)-vinyl]-phenyl}-ethanone). Reagents/catalysts: [Pd] (palladium on activated carbon). Run in CO (methanol). Reaction conditions: temperature 50 celsius. Product: C1(CCCC1)CC(C1=CC=2C(=NC=CC2)N1)C1=CC=C(C=C1)C(C)O (1-{4-[2-cyclopentyl-1-(1H-pyrrolo[2,3-b]pyridin-2-yl)-ethyl]-phenyl}-ethanol). The yield is 14.5%. As a reaction SMILES: [CH:1]1([CH:6]=[C:7]([C:17]2[CH:22]=[CH:21][C:20]([C:23](=[O:25])[CH3:24])=[CH:19][CH:18]=2)[C:8]2[NH:16][C:11]3=[N:12][CH:13]=[CH:14][CH:15]=[C:10]3[CH:9]=2)[CH2:5][CH2:4][CH2:3][CH2:2]1>[Pd].CO>[CH:1]1([CH2:6][CH:7]([C:17]2[CH:18]=[CH:19][C:20]([CH:23]([OH:25])[CH3:24])=[CH:21][CH:22]=2)[C:8]2[NH:16][C:11]3=[N:12][CH:13]=[CH:14][CH:15]=[C:10]3[CH:9]=2)[CH2:5][CH2:4][CH2:3][CH2:2]1. Procedure details: A mixture of 1-{4-[2-cyclopentyl-1-(1H-pyrrolo[2,3-b]pyridin-2-yl)-vinyl]-phenyl}-ethanone (240 mg, 0.72 mmol) and 10% palladium on activated carbon (100 mg) in methanol (200 mL) was heated at 50° C. under hydrogen (50 psi) for 16 h. The mixture was cooled to room temperature, the catalyst was removed by filtration and washed with ethyl acetate. The filtrate was concentrated in vacuo. Purification using a Waters automated flash system (column: Xterra 30 mm×100 mm, sample manager 2767, pump 2525,... The reactants are C1(=CC=CC2=CC=CC=C12)[Mg]Br (naphthyl magnesium bromide), C1(CCC1)=O (cyclobutanone), Cl (hydrochloric acid). Run in C(C)OCC (diethyl ether). Product: OC1(CCC1)C1=CC2=CC=CC=C2C=C1 (2-(1'-hydroxycyclobutyl)-naphthalene). RXN SMILES: [C:1]1([Mg]Br)[C:10]2[C:5](=[CH:6][CH:7]=[CH:8][CH:9]=2)[CH:4]=[CH:3][CH:2]=1.[C:13]1(=[O:17])[CH2:16][CH2:15][CH2:14]1.Cl>C(OCC)C>[OH:17][C:13]1([C:2]2[CH:3]=[CH:4][C:5]3[C:10](=[CH:9][CH:8]=[CH:7][CH:6]=3)[CH:1]=2)[CH2:16][CH2:15][CH2:14]1. Procedure: To a mixture of 23.1 g. of naphthyl magnesium bromide and 250 ml. of diethyl ether, 7 g. of cyclobutanone are slowly added. After the addition, the mixture is refluxed for 1 hour, cooled, acidified with aqueous hydrochloric acid and filtered. The product is isolated by methylene chloride extraction to furnish 2-(1'-hydroxycyclobutyl)-naphthalene. The product is hydrogenated in 200 ml. of ethanol with a molar equivalent of hydrogen in the presence of 50 g. of Raney nickel; the reaction mixture is... The reactants are Cl (hydrochloric acid), CCCCCC (hexane), [H-].C(C(C)C)[Al+]CC(C)C (diisobutylaluminum hydride), ClC1=NC=CC=C1C#N (2-chloro-3-cyanopyridine), O1CCCC1 (tetrahydrofuran). Run at time 1 hour. Yields the product ClC1=NC=CC=C1C=O (2-Chloro-3-formylpyridine). As a reaction SMILES: CCCCCC.[H-].C([Al+]CC(C)C)C(C)C.[Cl:17][C:18]1[C:23]([C:24]#N)=[CH:22][CH:21]=[CH:20][N:19]=1.Cl.[O:27]1CCCC1>>[Cl:17][C:18]1[C:23]([CH:24]=[O:27])=[CH:22][CH:21]=[CH:20][N:19]=1 |f:1.2|. Reported procedure: 200 ml of a 1.02M hexane solution of diisobutylaluminum hydride were added to a solution of 16.7 g of 2-chloro-3-cyanopyridine in 200 ml of tetrahydrofuran at a temperature of -30° to 20° C. over a period of 30 minutes, after which the resulting mixture was stirred at room temperature for 1 hour. At the end of this time, hydrochloric acid was added to the reaction mixture at 0° C, and then the mixture was extracted with ethyl acetate. The extract was washed with a saturated aqueous solution of s... Starting materials: [Na].[H][H] (sodium hydrogen), CC1(OC(C(CC#N)O)C(C=C)O1)C (4,5-(Dimethylmethylenedioxy)-3-hydroxy-6-heptenenitrile), C(=C)OCC (ethyl vinyl ether), C1(=CC=C(C=C1)S(=O)(=O)[O-])C.[NH+]1=CC=CC=C1 (pyridinium p-toluenesulfonate). Run in C(Cl)Cl (methylene chloride). Run at time 2 hour. The product is CC1(OC(C(CC#N)OC(C)OCC)C(C=C)O1)C (4,5-(dimethylmethylenedioxy)-3-(1-ethoxyethoxy)-6-heptenenitrile). Isolated yield 91.0%. Reaction SMILES: [CH3:1][C:2]1([CH3:14])[O:13][CH:10]([CH:11]=[CH2:12])[CH:4]([CH:5]([OH:9])[CH2:6][C:7]#[N:8])[O:3]1.C1(C)C=CC(S([O-])(=O)=O)=CC=1.[NH+]1C=CC=CC=1.[CH:32]([O:34][CH2:35][CH3:36])=[CH2:33].[Na].[H][H]>C(Cl)Cl>[CH3:1][C:2]1([CH3:14])[O:13][CH:10]([CH:11]=[CH2:12])[CH:4]([CH:5]([O:9][CH:32]([O:34][CH2:35][CH3:36])[CH3:33])[CH2:6][C:7]#[N:8])[O:3]1 |f:1.2,4.5,^1:36|. Reported procedure: 4,5-(Dimethylmethylenedioxy)-3-hydroxy-6-heptenenitrile (3.54 g) was dissolved in 50 ml of methylene chloride under a nitrogen atmosphere, and a catalytic amount of pyridinium p-toluenesulfonate was added under ice cooling, followed by adding dropwise 2.57 ml of ethyl vinyl ether. After stirring for 2 hours, the reaction mixture was poured into a saturated sodium hydrogen aqueous solution, and extracted with diethyl ether. The organic layer was washed with a saturated sodium chloride aqueous sol... Starting materials: C1N(CCN2C1C1=C(CC3=C2C=CC=C3)C=CC=C1)CC(=O)OCC (ethyl (1,2,3,4,10,14b-hexahydrodibenzo[c,f]pyrazino[1,2-a]azepin-2-yl)acetate), [H-].[Al+3].[Li+].[H-].[H-].[H-] (lithium aluminum hydride), saturated aqueous solution, [Cl-].[NH4+] (ammonium chloride). Run in O1CCCC1 (tetrahydrofuran), O1CCCC1 (tetrahydrofuran). Run at temperature 0 celsius, time 2 hour. Product: C1N(CCN2C1C1=C(CC3=C2C=CC=C3)C=CC=C1)CCO (2-(1,2,3,4,10,14b-Hexahydrodibenzo[c,f]pyrazino[1,2-a ]azepin-2-yl)ethanol). Isolated yield 84.9%. As a reaction SMILES: [H-].[Al+3].[Li+].[H-].[H-].[H-].[CH2:7]1[CH:12]2[C:13]3[CH:25]=[CH:24][CH:23]=[CH:22][C:14]=3[CH2:15][C:16]3[CH:21]=[CH:20][CH:19]=[CH:18][C:17]=3[N:11]2[CH2:10][CH2:9][N:8]1[CH2:26][C:27](OCC)=[O:28].[Cl-].[NH4+]>O1CCCC1>[CH2:7]1[CH:12]2[C:13]3[CH:25]=[CH:24][CH:23]=[CH:22][C:14]=3[CH2:15][C:16]3[CH:21]=[CH:20][CH:19]=[CH:18][C:17]=3[N:11]2[CH2:10][CH2:9][N:8]1[CH2:26][CH2:27][OH:28] |f:0.1.2.3.4.5,7.8|. Reported procedure: A suspension of 0.251 g of lithium aluminum hydride in 20 ml of tetrahydrofuran was added, whilst ice-cooling, over a period of 10 minutes to a solution of 2.22 g of ethyl (1,2,3,4,10,14b-hexahydrodibenzo[c,f]pyrazino[1,2-a]azepin-2-yl)acetate [prepared by the same procedure as described in Example 3(b)] dissolved in 15 ml of tetrahydrofuran, under an atmosphere of nitrogen. The mixture was then stirred at 0° C. for 30 minutes and at room temperature for 2 hours, after which 2 ml of a saturated ... Reactants: CSC1=NC(=C(C(=N1)N1CCSCC1)[N+](=O)[O-])OCC(C)(C)C (2-Methylthio-6-neopentoxy-5-nitro-4-thiomorpholinopyrimidine), ClC1=NC(=NC(=C1[N+](=O)[O-])OCC(C)(C)C)SC (4-chloro-2-methylthio-6-neopentoxy-5-nitro-pyrimidine), N1CCSCC1 (thiomorpholine). The solvent is C(C)O (ethanol). Yields the product C(C)OC1=C(C(=NC(=N1)SC)N1CCS(CC1)=O)[N+](=O)[O-] (6-Ethoxy-2-methylthio-4-(1-oxido-thiomorpholino)-5-nitropyrimidine). Reaction SMILES: [CH3:1][S:2][C:3]1[N:8]=[C:7]([N:9]2[CH2:14][CH2:13][S:12][CH2:11][CH2:10]2)[C:6]([N+:15]([O-:17])=[O:16])=[C:5]([O:18][CH2:19][C:20](C)(C)C)[N:4]=1.ClC1C([N+]([O-])=[O:32])=C(OCC(C)(C)C)N=C(SC)N=1.N1CCSCC1>C(O)C>[CH2:19]([O:18][C:5]1[N:4]=[C:3]([S:2][CH3:1])[N:8]=[C:7]([N:9]2[CH2:14][CH2:13][S:12](=[O:32])[CH2:11][CH2:10]2)[C:6]=1[N+:15]([O-:17])=[O:16])[CH3:20]. Procedure: 2-Methylthio-6-neopentoxy-5-nitro-4-thiomorpholinopyrimidine from 4-chloro-2-methylthio-6-neopentoxy-5-nitro-pyrimidine and thiomorpholine. M.p. 102°-104°C (ethanol). Starting materials: NC(=O)c1cc(-c2nnn[nH]2)ccc1OCc1ccccc1, CO, [NH4+], [OH-]. Product: NC(=O)c1cc(-c2nnn[nH]2)ccc1O. RXN SMILES: [CH2:1]([c:2]1[cH:3][cH:4][cH:5][cH:6][cH:7]1)[O:8][c:9]1[c:10]([C:11](=[O:12])[NH2:13])[cH:14][c:15](-[c:18]2[n:19][n:20][n:21][nH:22]2)[cH:16][cH:17]1.[CH3:25][OH:26].[NH4+:23].[OH-:24]>>[OH:8][c:9]1[c:10]([C:11](=[O:12])[NH2:13])[cH:14][c:15](-[c:18]2[n:19][n:20][n:21][nH:22]2)[cH:16][cH:17]1.